Dataset: the Open Reaction Database (ORD), a public repository of structured organic reaction records. Task: describe an organic reaction: reactants, conditions, products, and yield The reactants are C1(=CC=CC=C1)P(OC)C1=CC=CC=C1 (methyl diphenylphosphinite), ClC1=NC2=CC=CC=C2N=C1Cl (2,3-dichloroquinoxaline), CCCCCC (n-hexane). Solvent: ClC1=C(C=CC=C1)Cl (o-dichlorobenzene). Reaction conditions: time 8 hour. Yields the product C1(=CC=CC=C1)P(=O)(C1=NC2=CC=CC=C2N=C1P(=O)(C1=CC=CC=C1)C1=CC=CC=C1)C1=CC=CC=C1 (2,3-bis(diphenylphosphinyl)-quinoxaline). Reaction SMILES: Cl[C:2]1[C:11](Cl)=[N:10][C:9]2[C:4](=[CH:5][CH:6]=[CH:7][CH:8]=2)[N:3]=1.[C:13]1([P:19]([C:22]2[CH:27]=[CH:26][CH:25]=[CH:24][CH:23]=2)[O:20]C)[CH:18]=[CH:17][CH:16]=[CH:15][CH:14]=1.[CH3:28][CH2:29][CH2:30][CH2:31][CH2:32][CH3:33]>ClC1C=CC=CC=1Cl>[C:13]1([P:19]([C:22]2[CH:27]=[CH:26][CH:25]=[CH:24][CH:23]=2)([C:2]2[C:11]([P:19]([C:13]3[CH:18]=[CH:17][CH:16]=[CH:15][CH:14]=3)([C:30]3[CH:29]=[CH:28][CH:33]=[CH:32][CH:31]=3)=[O:20])=[N:10][C:9]3[C:4](=[CH:5][CH:6]=[CH:7][CH:8]=3)[N:3]=2)=[O:20])[CH:18]=[CH:17][CH:16]=[CH:15][CH:14]=1. Procedure: To a stirred, refluxing mixture of 5.00 g of 2,3-dichloroquinoxaline in 100 ml of o-dichlorobenzene under nitrogen was added dropwise 14.00 g of methyl diphenylphosphinite. The mixture was refluxed for 6 hours after the addition was completed and then allowed to stand overnight at room temperature. The next day the mixture was admixed with 500 ml of n-hexane, and the resulting solid was separated by filtration, washed with hexane, recrystallized from 100 ml of chlorobenzene, and dried at 100° C.... The reactants are CCOC(=O)C(Cc1ccc(O)cc1)Oc1ccc(C#N)cc1, O=C([O-])[O-], CC(C)(C)OC(=O)NCCOS(C)(=O)=O, [K+], [K+]. Product: CCOC(=O)C(Cc1ccc(OCCNC(=O)OC(C)(C)C)cc1)Oc1ccc(C#N)cc1. As a reaction SMILES: [C:1](#[N:2])[c:3]1[cH:4][cH:5][c:6]([O:7][CH:8]([C:9](=[O:10])[O:11][CH2:12][CH3:13])[CH2:14][c:15]2[cH:16][cH:17][c:18]([OH:21])[cH:19][cH:20]2)[cH:22][cH:23]1.[C:39](=[O:40])([O-:41])[O-:42].[CH3:24][S:25]([O:26][CH2:29][CH2:30][NH:31][C:32]([O:33][C:34]([CH3:35])([CH3:36])[CH3:37])=[O:38])(=[O:27])=[O:28].[K+:43].[K+:44]>>[C:1](#[N:2])[c:3]1[cH:4][cH:5][c:6]([O:7][CH:8]([C:9](=[O:10])[O:11][CH2:12][CH3:13])[CH2:14][c:15]2[cH:16][cH:17][c:18]([O:21][CH2:29][CH2:30][NH:31][C:32]([O:33][C:34]([CH3:35])([CH3:36])[CH3:37])=[O:38])[cH:19][cH:20]2)[cH:22][cH:23]1. Starting materials: ClC1=NC=CC(=C1)N1CC(C1)OC1=CC=C(C=C1)F (2-chloro-4-(3-(4-fluorophenoxy)azetidin-1-yl)pyridine), NC=1C=C(C(=O)NC)C=CC1 (3-amino-N-methylbenzamide), FC(C(=O)O)(F)F (trifluoroacetic acid). Solvent: CC(C)O (2-propanol). Conditions: temperature 92 celsius. Yields the product FC1=CC=C(OC2CN(C2)C2=CC(=NC=C2)NC=2C=C(C(=O)NC)C=CC2)C=C1 (3-(4-(3-(4-fluorophenoxy)azetidin-1-yl)pyridin-2-ylamino)-N-methylbenzamide). Isolated yield 58.1%. Reaction SMILES: Cl[C:2]1[CH:7]=[C:6]([N:8]2[CH2:11][CH:10]([O:12][C:13]3[CH:18]=[CH:17][C:16]([F:19])=[CH:15][CH:14]=3)[CH2:9]2)[CH:5]=[CH:4][N:3]=1.[NH2:20][C:21]1[CH:22]=[C:23]([CH:28]=[CH:29][CH:30]=1)[C:24]([NH:26][CH3:27])=[O:25].FC(F)(F)C(O)=O>CC(O)C>[F:19][C:16]1[CH:17]=[CH:18][C:13]([O:12][CH:10]2[CH2:11][N:8]([C:6]3[CH:5]=[CH:4][N:3]=[C:2]([NH:20][C:21]4[CH:22]=[C:23]([CH:28]=[CH:29][CH:30]=4)[C:24]([NH:26][CH3:27])=[O:25])[CH:7]=3)[CH2:9]2)=[CH:14][CH:15]=1. Procedure: To 2-chloro-4-(3-(4-fluorophenoxy)azetidin-1-yl)pyridine (90 mg, 0.323 mmol) and 3-amino-N-methylbenzamide (72.7 mg, 0.484 mmol) in 2-propanol (3.00 mL) in a disposable sealed tube at RT was added trifluoroacetic acid, (0.075 mL, 0.969 mmol). The resulting reaction mixture was heated at 84° C. for 5 days and 92° C. for 20 days, cooled to RT, concentrated, purified using MPLC (5 g cartridge, 12 g column, 0 to 100% 90/10 CH2Cl2-MeOH in CH2Cl2) giving 3-(4-(3-(4-fluorophenoxy)azetidin-1-yl)pyridin-...